describe an organic reaction: reactants, conditions, products, and yield From a dataset of the Open Reaction Database (ORD), a public repository of structured organic reaction records. Reactants: C[P+](C)(C)CC#N, CCC#N, CCN(C(C)C)C(C)C, CNC(=O)c1ccc(N2CCNCC2)c(C)c1, Cl, Cl, [I-], O=c1[nH]c2cc(CO)cnc2c2cccn12. Product: CNC(=O)c1ccc(N2CCN(Cc3cnc4c(c3)[nH]c(=O)n3cccc43)CC2)c(C)c1. RXN SMILES: [C:37]([CH2:38][P+:39]([CH3:40])([CH3:41])[CH3:42])#[N:43].[C:53](#[N:54])[CH2:55][CH3:56].[CH2:44]([N:45]([CH:46]([CH3:47])[CH3:48])[CH:49]([CH3:50])[CH3:51])[CH3:52].[CH3:19][NH:20][C:21]([c:22]1[cH:23][c:24]([CH3:34])[c:25]([N:28]2[CH2:29][CH2:30][NH:31][CH2:32][CH2:33]2)[cH:26][cH:27]1)=[O:35].[ClH:17].[ClH:18].[I-:36].[OH:1][CH2:2][c:3]1[cH:4][c:5]2[c:6]([c:7]3[n:8]([c:9](=[O:11])[nH:10]2)[cH:12][cH:13][cH:14]3)[n:15][cH:16]1>>[CH2:2]([c:3]1[cH:4][c:5]2[c:6]([c:7]3[n:8]([c:9](=[O:11])[nH:10]2)[cH:12][cH:13][cH:14]3)[n:15][cH:16]1)[N:31]1[CH2:30][CH2:29][N:28]([c:25]2[c:24]([CH3:34])[cH:23][c:22]([C:21]([NH:20][CH3:19])=[O:35])[cH:27][cH:26]2)[CH2:33][CH2:32]1. The reactants are 4.59, ClC1=NC(=CC(=N1)Cl)Cl (2,4,6-trichloropyrimidine), NCC(CC=C)(C)C (5-amino-4,4-dimethyl-1-pentene). The solvent is O1CCCC1 (tetrahydrofuran). Conditions: time 4 hour. The product is ClC1=NC(=NC(=C1)Cl)NCC(CC=C)(C)C (4,6-dichloro-2-[(2,2-dimethyl-4-penten-1-yl)amino]pyrimidine). Reaction SMILES: Cl[C:2]1[N:7]=[C:6]([Cl:8])[CH:5]=[C:4]([Cl:9])[N:3]=1.[NH2:10][CH2:11][C:12]([CH3:17])([CH3:16])[CH2:13][CH:14]=[CH2:15]>O1CCCC1>[Cl:9][C:4]1[CH:5]=[C:6]([Cl:8])[N:7]=[C:2]([NH:10][CH2:11][C:12]([CH3:17])([CH3:16])[CH2:13][CH:14]=[CH2:15])[N:3]=1. Reported procedure: 4.59 (25 mmoles) of 2,4,6-trichloropyrimidine are added to a solution of 6.23 g (55 mmoles) of 5-amino-4,4-dimethyl-1-pentene in 50 ml of tetrahydrofuran at room temperature, the reaction mixture is stirred at the same temperature for 4 hours, then evaporated. The evaporation residue is distributed between 60 ml of chloroform and 5 ml of 10% sodium hydroxide solution. After separation the organic phase is washed 4 times with 10 ml of water each, then dried and evaporated. The evaporation residue... Reactants: C1CCOC1, CO, CCOC(=O)c1ccc(C(C)n2nc(-c3cc(Cl)cc(Cl)c3)cc2-c2cnc3cc(OC)ccc3c2)cc1, [Na+], [OH-]. Product: COc1ccc2cc(-c3cc(-c4cc(Cl)cc(Cl)c4)nn3C(C)c3ccc(C(=O)O)cc3)cnc2c1. RXN SMILES: [CH2:41]1[O:42][CH2:43][CH2:44][CH2:45]1.[CH3:46][OH:47].[Cl:1][c:2]1[cH:3][c:4](-[c:9]2[n:10][n:11]([CH:26]([CH3:27])[c:28]3[cH:29][cH:30][c:31]([C:32](=[O:33])[O:34][CH2:35][CH3:36])[cH:37][cH:38]3)[c:12](-[c:14]3[cH:15][n:16][c:17]4[cH:18][c:19]([O:24][CH3:25])[cH:20][cH:21][c:22]4[cH:23]3)[cH:13]2)[cH:5][c:6]([Cl:8])[cH:7]1.[Na+:40].[OH-:39]>>[Cl:1][c:2]1[cH:3][c:4](-[c:9]2[n:10][n:11]([CH:26]([CH3:27])[c:28]3[cH:29][cH:30][c:31]([C:32](=[O:33])[OH:34])[cH:37][cH:38]3)[c:12](-[c:14]3[cH:15][n:16][c:17]4[cH:18][c:19]([O:24][CH3:25])[cH:20][cH:21][c:22]4[cH:23]3)[cH:13]2)[cH:5][c:6]([Cl:8])[cH:7]1. Procedure: A mixture of (S)—N-(1-(3-(3-chloro-4-cyano-5-fluorophenyl)-1H-pyrazol-1-yl)propan-2-yl)-5-(2-hydroxypropan-2-yl)isoxazole-3-carboxamide (50 mg, 0.116 mmol), 5 ml of dry methanol and cesium carbonate (75 mg, 0.232 mmol) was reacted with stirring for 6 days keeping the temperature at 60° C. during the day and at RT during the night. The mixture was evaporated dissolved in DCM, extracted with water and dried. The product was purified by flash chromatography. Yield 60.3%. 1H-NMR (400 MHz; DMSO-d6): ... Reaction SMILES: [Cl:1][C:2]1[CH:3]=[C:4]([C:11]2[CH:15]=[CH:14][N:13]([CH2:16][C@@H:17]([NH:19][C:20]([C:22]3[CH:26]=[C:25]([C:27]([OH:30])([CH3:29])[CH3:28])[O:24][N:23]=3)=[O:21])[CH3:18])[N:12]=2)[CH:5]=[C:6](F)[C:7]=1[C:8]#[N:9].[C:31](=O)([O-])[O-:32].[Cs+].[Cs+]>CO>[Cl:1][C:2]1[CH:3]=[C:4]([C:11]2[CH:15]=[CH:14][N:13]([CH2:16][C@@H:17]([NH:19][C:20]([C:22]3[CH:26]=[C:25]([C:27]([OH:30])([CH3:29])[CH3:28])[O:24][N:23]=3)=[O:21])[CH3:18])[N:12]=2)[CH:5]=[C:6]([O:32][CH3:31])[C:7]=1[C:8]#[N:9] |f:1.2.3|. Run in CO (methanol). Yields the product ClC=1C=C(C=C(C1C#N)OC)C1=NN(C=C1)C[C@H](C)NC(=O)C1=NOC(=C1)C(C)(C)O ((S)—N-(1-(3-(3-chloro-4-cyano-5-methoxyphenyl)-1H-pyrazol-1-yl)propan-2-yl)-5-(2-hydroxypropan-2-yl)isoxazole-3-carboxamide). Conditions: time 6 day. Yield: 60.3%. Reactants: ClC=1C=C(C=C(C1C#N)F)C1=NN(C=C1)C[C@H](C)NC(=O)C1=NOC(=C1)C(C)(C)O ((S)—N-(1-(3-(3-chloro-4-cyano-5-fluorophenyl)-1H-pyrazol-1-yl)propan-2-yl)-5-(2-hydroxypropan-2-yl)isoxazole-3-carboxamide), C([O-])([O-])=O.[Cs+].[Cs+] (cesium carbonate).